This data is from the Open Reaction Database (ORD), a public repository of structured organic reaction records. The task is: describe an organic reaction: reactants, conditions, products, and yield Starting materials: resultant suspension, C(C)(C)(C)OC(CN1N=C(C=2C1=NC=CC2)I)=O ((3-iodo-pyrazolo[3,4-b]pyridin-1-yl)-acetic acid tert-butyl ester), CN(C)C=O (DMF). The reagents and catalysts are C1=CC=C(C=C1)P([C-]2C=CC=C2)C3=CC=CC=C3.C1=CC=C(C=C1)P([C-]2C=CC=C2)C3=CC=CC=C3.Cl[Pd]Cl.[Fe+2] (PdCl2(dppf)), [C-]#N.[C-]#N.[Zn+2] (Zn(CN)2). The solvent is O (H2O). Run at temperature 90 celsius, time 5 minute. The product is C(C)(C)(C)OC(CN1N=C(C=2C1=NC=CC2)C#N)=O ((3-cyano-pyrazolo[3,4-b]pyridin-1-yl)-acetic acid tert-butyl ester). Reaction SMILES: [C:1]([O:5][C:6](=[O:18])[CH2:7][N:8]1[C:12]2=[N:13][CH:14]=[CH:15][CH:16]=[C:11]2[C:10](I)=[N:9]1)([CH3:4])([CH3:3])[CH3:2].[CH3:19][N:20](C=O)C>C1C=CC(P(C2C=CC=CC=2)[C-]2C=CC=C2)=CC=1.C1C=CC(P(C2C=CC=CC=2)[C-]2C=CC=C2)=CC=1.Cl[Pd]Cl.[Fe+2].[C-]#N.[C-]#N.[Zn+2].O>[C:1]([O:5][C:6](=[O:18])[CH2:7][N:8]1[C:12]2=[N:13][CH:14]=[CH:15][CH:16]=[C:11]2[C:10]([C:19]#[N:20])=[N:9]1)([CH3:4])([CH3:3])[CH3:2] |f:2.3.4.5,6.7.8|. Procedure: A 250 mL flask was charged with (3-iodo-pyrazolo[3,4-b]pyridin-1-yl)-acetic acid tert-butyl ester (15.0 g), PdCl2(dppf) (3.0 g), Zn(CN)2 (4.96 g), DMF (200 mL) and H2O (14 mL). The flask containing the resultant suspension was degassed and backfilled with nitrogen gas repeatedly for 5 minutes, followed by addition of Pd2(dba)3 (3.85 g) to the reaction mixture. The reaction mixture was heated under N2 at 90° C. for 16 h, cooled to room temperature, diluted with H2O (800 mL) and filtered. The coll...